The task is: describe an organic reaction: reactants, conditions, products, and yield. This data is from the Open Reaction Database (ORD), a public repository of structured organic reaction records. Starting materials: BrC=1C=C(C(=NC1)N1C[C@H](N(CC1)C1=NC(=NC(=C1)C1=CC=C(C=C1)F)N1[C@@H](CCC1)C)C)C (4-[4-(5-bromo-3-methyl-pyridin-2-yl)-2-(R)-methyl-piperazin-1-yl]-6-(4-fluoro-phenyl)-2-(2-(R)-methyl-pyrrolidin-1-yl)-pyrimidine), CC(C)(C)P(C(C)(C)C)C(C)(C)C (P(t-bu)3), C1(CCCCC1)[N-]C1CCCCC1.[Li+] (lithium dicyclohexyl amide), C(C)(C)(C)OC(C)=O (acetic acid tert-butyl ester). The reagents and catalysts are C=1C=CC(=CC1)/C=C/C(=O)/C=C/C2=CC=CC=C2.C=1C=CC(=CC1)/C=C/C(=O)/C=C/C2=CC=CC=C2.C=1C=CC(=CC1)/C=C/C(=O)/C=C/C2=CC=CC=C2.[Pd].[Pd] (Pd2(dba)3). Run in C1(=CC=CC=C1)C (toluene). Run at time 10 minute. The product is C(C)(C)(C)OC(CC=1C=NC(=C(C1)C)N1C[C@H](N(CC1)C1=NC(=NC(=C1)C1=CC=C(C=C1)F)N1[C@@H](CCC1)C)C)=O ((6-{4-[6-(4-Fluoro-phenyl)-2-(2-(R)-methyl-pyrrolidin-1-yl)-pyrimidin-4-yl]-3-(R)-methyl-piperazin-1-yl}-5-methyl-pyridin-3-yl)-acetic acid tert-butyl ester). RXN SMILES: C1([N-]C2CCCCC2)CCCCC1.[Li+].[C:15]([O:19][C:20](=[O:22])[CH3:21])([CH3:18])([CH3:17])[CH3:16].Br[C:24]1[CH:25]=[C:26]([CH3:56])[C:27]([N:30]2[CH2:35][CH2:34][N:33]([C:36]3[CH:41]=[C:40]([C:42]4[CH:47]=[CH:46][C:45]([F:48])=[CH:44][CH:43]=4)[N:39]=[C:38]([N:49]4[CH2:53][CH2:52][CH2:51][C@H:50]4[CH3:54])[N:37]=3)[C@H:32]([CH3:55])[CH2:31]2)=[N:28][CH:29]=1.CC(P(C(C)(C)C)C(C)(C)C)(C)C>C1(C)C=CC=CC=1.C1C=CC(/C=C/C(/C=C/C2C=CC=CC=2)=O)=CC=1.C1C=CC(/C=C/C(/C=C/C2C=CC=CC=2)=O)=CC=1.C1C=CC(/C=C/C(/C=C/C2C=CC=CC=2)=O)=CC=1.[Pd].[Pd]>[C:15]([O:19][C:20](=[O:22])[CH2:21][C:24]1[CH:29]=[N:28][C:27]([N:30]2[CH2:35][CH2:34][N:33]([C:36]3[CH:41]=[C:40]([C:42]4[CH:43]=[CH:44][C:45]([F:48])=[CH:46][CH:47]=4)[N:39]=[C:38]([N:49]4[CH2:53][CH2:52][CH2:51][C@H:50]4[CH3:54])[N:37]=3)[C@H:32]([CH3:55])[CH2:31]2)=[C:26]([CH3:56])[CH:25]=1)([CH3:18])([CH3:17])[CH3:16] |f:0.1,6.7.8.9.10|. Procedure: To lithium dicyclohexyl amide add a solution of acetic acid tert-butyl ester (62 μL, 0.46 mmol) in toluene (2 mL). Stir for 10 min at room temperature, and then add 4-[4-(5-bromo-3-methyl-pyridin-2-yl)-2-(R)-methyl-piperazin-1-yl]-6-(4-fluoro-phenyl)-2-(2-(R)-methyl-pyrrolidin-1-yl)-pyrimidine (200 mg, 0.38 mmol), Pd2(dba)3 (3.5 mg, 1%) and P(t-bu)3 (0.8 mg, 1%). De-gas the suspension for 5 min and stir for 16 h at room temperature. Dilute with EtOAc, wash with brine, dry the organic layer (Na2S... Reactants: CC(C)(C)OC(=O)N(C(=O)OC(C)(C)C)c1nc(C(=O)NCc2ccc(Cl)c(Oc3cc(Cl)cc(C#N)c3)c2F)c[nH]1, ClCCl, O=C(O)C(F)(F)F. Yields the product N#Cc1cc(Cl)cc(Oc2c(Cl)ccc(CNC(=O)c3c[nH]c(N)n3)c2F)c1. RXN SMILES: [CH3:8][C:9]([O:10][C:11]([N:15]([C:12]([O:13][C:14]([CH3:16])([CH3:17])[CH3:18])=[O:19])[c:23]1[nH:24][cH:25][c:26]([C:28](=[O:29])[NH:30][CH2:31][c:32]2[c:33]([F:49])[c:34]([O:39][c:40]3[cH:41][c:42]([Cl:48])[cH:43][c:44]([C:46]#[N:47])[cH:45]3)[c:35]([Cl:38])[cH:36][cH:37]2)[n:27]1)=[O:20])([CH3:21])[CH3:22].[Cl:50][CH2:51][Cl:52].[OH:1][C:2]([C:3]([F:4])([F:5])[F:6])=[O:7]>>[NH2:15][c:23]1[nH:24][cH:25][c:26]([C:28](=[O:29])[NH:30][CH2:31][c:32]2[c:33]([F:49])[c:34]([O:39][c:40]3[cH:41][c:42]([Cl:48])[cH:43][c:44]([C:46]#[N:47])[cH:45]3)[c:35]([Cl:38])[cH:36][cH:37]2)[n:27]1. Starting materials: CCOC(C)=O, Nc1ncc(C(F)(F)F)cc1[N+](=O)[O-], [Na+], O=C([O-])O, CN(C)C=O, [Sn]. The product is Nc1cc(C(F)(F)F)cnc1N. Reaction SMILES: [CH3:26][CH2:27][O:28][C:29]([CH3:30])=[O:31].[N+:1]([O-:2])(=[O:3])[c:4]1[c:5]([NH2:14])[n:6][cH:7][c:8]([C:10]([F:11])([F:12])[F:13])[cH:9]1.[Na+:25].[O-:21][C:22]([OH:23])=[O:24].[O:16]=[CH:17][N:18]([CH3:19])[CH3:20].[Sn:15]>>[NH2:1][c:4]1[c:5]([NH2:14])[n:6][cH:7][c:8]([C:10]([F:11])([F:12])[F:13])[cH:9]1. Starting materials: FC(C(=O)O)(F)F (Trifluoroacetic acid), C(#N)[C@@H]1C[C@H](CCC1)NC(=O)C1=CN(C2=NC=C(N=C21)C2=NN(C1=CC(=CC=C21)Cl)C)COCC[Si](C)(C)C (2-(6-chloro-1-methyl-1H-indazol-3-yl)-5-(2-trimethylsilanyl-ethoxymethyl)-5H-pyrrolo[2,3-b]pyrazine-7-carboxylic acid (trans-3-cyanocyclohexyl)-amide), C(CN)N (ethylenediamine). The solvent is ClCCl (dichloromethane). Run at time 2 hour. Yields the product C(#N)[C@@H]1C[C@H](CCC1)NC(=O)C1=CNC2=NC=C(N=C21)C2=NN(C1=CC(=CC=C21)Cl)C (2-(6-chloro-1-methyl-1H-indazol-3-yl)-5H-pyrrolo[2,3-b]pyrazine-7-carboxylic acid (trans-3-cyanocyclohexyl)-amide). Yield: 94.9%. RXN SMILES: [C:1]([C@H:3]1[CH2:8][CH2:7][CH2:6][C@H:5]([NH:9][C:10]([C:12]2[C:20]3[C:15](=[N:16][CH:17]=[C:18]([C:21]4[C:29]5[C:24](=[CH:25][C:26]([Cl:30])=[CH:27][CH:28]=5)[N:23]([CH3:31])[N:22]=4)[N:19]=3)[N:14](COCC[Si](C)(C)C)[CH:13]=2)=[O:11])[CH2:4]1)#[N:2].FC(F)(F)C(O)=O.C(N)CN>ClCCl>[C:1]([C@H:3]1[CH2:8][CH2:7][CH2:6][C@H:5]([NH:9][C:10]([C:12]2[C:20]3[C:15](=[N:16][CH:17]=[C:18]([C:21]4[C:29]5[C:24](=[CH:25][C:26]([Cl:30])=[CH:27][CH:28]=5)[N:23]([CH3:31])[N:22]=4)[N:19]=3)[NH:14][CH:13]=2)=[O:11])[CH2:4]1)#[N:2]. Procedure details: In a 25 mL round-bottomed flask, 2-(6-chloro-1-methyl-1H-indazol-3-yl)-5-(2-trimethylsilanyl-ethoxymethyl)-5H-pyrrolo[2,3-b]pyrazine-7-carboxylic acid (trans-3-cyanocyclohexyl)-amide (48 mg, 0.085 mmol) was dissolved in dichloromethane (3 mL). Trifluoroacetic acid (1.2 mL, 15.6 mmol) was added and the orange reaction mixture was stirred at room temperature for 2 h. The reaction mixture was then concentrated under reduced pressure. The resultant crude solid was dissolved in dichloromethane (3 mL)... Reactants: C1(CCCCC1)C1=CC=C(C=C1)O (4-cyclohexylphenol), C(Cl)C1CO1 (epichlorohydrin). Yields the product C1(CCCCC1)C1=CC=C(OCC2OC2)C=C1 (2-(4-Cyclohexyl-phenoxymethyl)-oxirane). As a reaction SMILES: [CH:1]1([C:7]2[CH:12]=[CH:11][C:10]([OH:13])=[CH:9][CH:8]=2)[CH2:6][CH2:5][CH2:4][CH2:3][CH2:2]1.[CH2:14]([CH:16]1[O:18][CH2:17]1)Cl>>[CH:1]1([C:7]2[CH:8]=[CH:9][C:10]([O:13][CH2:14][CH:16]3[CH2:17][O:18]3)=[CH:11][CH:12]=2)[CH2:2][CH2:3][CH2:4][CH2:5][CH2:6]1. Procedure details: The title compound was prepared from 4-cyclohexylphenol and epichlorohydrin employing the procedure in Step 1 of Example 2. The reactants are COC(C1=CC(=CC=C1)CN1C(N(CC1=O)C)=O)=O (3-(3-Methyl-2,5-dioxo-imidazolidin-1-ylmethyl)benzoic acid methyl ester), [Li] (lithium). Solvent: O1CCCC1.O (tetrahydrofuran water). Conditions: time 16 hour. Yields the product CN1C(N(C(C1)=O)CC=1C=C(C(=O)O)C=CC1)=O (3-(3-Methyl-2,5-dioxo-imidazolidin-1-ylmethyl)-benzoic acid). Reaction SMILES: C[O:2][C:3](=[O:19])[C:4]1[CH:9]=[CH:8][CH:7]=[C:6]([CH2:10][N:11]2[C:15](=[O:16])[CH2:14][N:13]([CH3:17])[C:12]2=[O:18])[CH:5]=1.[Li]>O1CCCC1.O>[CH3:17][N:13]1[CH2:14][C:15](=[O:16])[N:11]([CH2:10][C:6]2[CH:5]=[C:4]([CH:9]=[CH:8][CH:7]=2)[C:3]([OH:19])=[O:2])[C:12]1=[O:18] |f:2.3,^1:19|. Reported procedure: To 3-(3-Methyl-2,5-dioxo-imidazolidin-1-ylmethyl)benzoic acid methyl ester (100 mg, 0.381 mmol) in THF/water (2/1, 2 mL) is added lithium hydroxyde monohydrate (24 mg, 0.572 mmol) and the reaction is stirred at rt during 16 h before quenching with water and ethylacetate. The separated aqueous phase is acidified to pH 2 with an aqueous 1N HCl solution, extracted with ethylacetate and the organic phase is dried and evaporated to give the title compound. The reactants are C1CO1 (ethylene oxide), CNCC#CC1=CC2=C(SC3=C1C=C(C=C3)Cl)C=CC=C2 (N-methyl-3-(8-chloro-dibenzo[ b,f] thiepin-10-yl)-2-propynylamine). Run in C(C)O (ethanol), C(C)O (ethanol). Product: ClC=1C=CC2=C(C(=CC3=C(S2)C=CC=C3)C#CCN(CCO)C)C1 (2-{[3-(8-chloro-dibenzo[ b,f] -thiepin-10-yl)-2-propynyl] -methylamino} -ethanol). RXN SMILES: [CH2:1]1[O:3][CH2:2]1.[CH3:4][NH:5][CH2:6][C:7]#[C:8][C:9]1[C:15]2[CH:16]=[C:17]([Cl:20])[CH:18]=[CH:19][C:14]=2[S:13][C:12]2[CH:21]=[CH:22][CH:23]=[CH:24][C:11]=2[CH:10]=1>C(O)C>[Cl:20][C:17]1[CH:18]=[CH:19][C:14]2[S:13][C:12]3[CH:21]=[CH:22][CH:23]=[CH:24][C:11]=3[CH:10]=[C:9]([C:8]#[C:7][CH2:6][N:5]([CH3:4])[CH2:2][CH2:1][OH:3])[C:15]=2[CH:16]=1. Procedure: A solution of 2 ml of ethylene oxide in 10 ml of ethanol is treated with a solution of 0.6 g. of N-methyl-3-(8-chloro-dibenzo[ b,f] thiepin-10-yl)-2-propynylamine in 5 ml of ethanol and stirred at room temperature for about 4 hours. The solvent is evaporated and the residue partitioned between water and ether. The ethereal phase is washed with dilute aqueous ammonia solution, dried over sodium sulfate and evaporated, whereby there is obtained 2-{[3-(8-chloro-dibenzo[ b,f] -thiepin-10-yl)-2-propy... Reactants: O=C([O-])[O-], CCBr, CN(C)C=O, [K+], [K+], O, CC(C)(C)OC(=O)NCc1ccc(C(=O)Nc2ccncc2)c(O)c1. Product: CCOc1cc(CNC(=O)OC(C)(C)C)ccc1C(=O)Nc1ccncc1. RXN SMILES: [C:1](=[O:2])([O-:3])[O-:4].[CH2:7]([CH3:8])[Br:9].[CH3:36][N:37]([CH3:38])[CH:39]=[O:40].[K+:5].[K+:6].[OH2:35].[n:10]1[cH:11][cH:12][c:13]([NH:16][C:17]([c:18]2[c:19]([OH:33])[cH:20][c:21]([CH2:24][NH:25][C:26](=[O:27])[O:28][C:29]([CH3:30])([CH3:31])[CH3:32])[cH:22][cH:23]2)=[O:34])[cH:14][cH:15]1>>[CH2:7]([CH3:8])[O:33][c:19]1[c:18]([C:17]([NH:16][c:13]2[cH:12][cH:11][n:10][cH:15][cH:14]2)=[O:34])[cH:23][cH:22][c:21]([CH2:24][NH:25][C:26](=[O:27])[O:28][C:29]([CH3:30])([CH3:31])[CH3:32])[cH:20]1.